This data is from the Open Reaction Database (ORD), a public repository of structured organic reaction records. The task is: describe an organic reaction: reactants, conditions, products, and yield Reactants: [H][H] (hydrogen), C(C1=CC=CC=C1)OC1=C(C=CC(=N1)C(=O)N[C@H](C1=NC=CC=C1F)C1=CC(=C(C=C1)OC(F)(F)F)F)[N+](=O)[O-] ((S)-6-(benzyloxy)-N-((3-fluoro-4-(trifluoromethoxy)phenyl)(3-fluoropyridin-2-yl)methyl)-5-nitropicolinamide), CCOC(=O)C (EtOAc). The reagents and catalysts are [Pd] (Pd/C). The solvent is C1CCOC1 (THF). Yields the product NC=1C=CC(=NC1O)C(=O)N[C@H](C1=NC=CC=C1F)C1=CC(=C(C=C1)OC(F)(F)F)F ((S)-5-Amino-N-((3-fluoro-4-(trifluoromethoxy)phenyl)(3-fluoropyridin-2-yl)methyl)-6-hydroxypicolinamide). As a reaction SMILES: C([O:8][C:9]1[N:14]=[C:13]([C:15]([NH:17][C@@H:18]([C:26]2[CH:31]=[CH:30][C:29]([O:32][C:33]([F:36])([F:35])[F:34])=[C:28]([F:37])[CH:27]=2)[C:19]2[C:24]([F:25])=[CH:23][CH:22]=[CH:21][N:20]=2)=[O:16])[CH:12]=[CH:11][C:10]=1[N+:38]([O-])=O)C1C=CC=CC=1.[H][H].CCOC(C)=O>C1COCC1.[Pd]>[NH2:38][C:10]1[CH:11]=[CH:12][C:13]([C:15]([NH:17][C@@H:18]([C:26]2[CH:31]=[CH:30][C:29]([O:32][C:33]([F:35])([F:34])[F:36])=[C:28]([F:37])[CH:27]=2)[C:19]2[C:24]([F:25])=[CH:23][CH:22]=[CH:21][N:20]=2)=[O:16])=[N:14][C:9]=1[OH:8]. Procedure details: To a stirred mixture of (S)-6-(benzyloxy)-N-((3-fluoro-4-(trifluoromethoxy)phenyl)(3-fluoropyridin-2-yl)methyl)-5-nitropicolinamide (800 mg, 0.0014 mol) in THF (8 mL), was added 10% Pd/C (800 mg, Aldrich). The reaction mixture was stirred under hydrogen atmosphere in the form of hydrogen bladder (˜20-22 PSI) for 12 h at room temperature. After completion of the reaction (monitored by TLC, 100% EtOAc), the reaction mixture was filtered through Celite® brand filter agent, the filtrate dried over a... Starting materials: [BH4-], CO, O=Cc1cn(-c2ccc(Cl)cc2)c(-c2ccccc2Cl)n1, NC1CCCCC1, [Na+]. Yields the product Clc1ccc(-n2cc(CNC3CCCCC3)nc2-c2ccccc2Cl)cc1. RXN SMILES: [BH4-:29].[CH3:31][OH:32].[Cl:1][c:2]1[c:3](-[c:8]2[n:9](-[c:15]3[cH:16][cH:17][c:18]([Cl:21])[cH:19][cH:20]3)[cH:10][c:11]([CH:13]=[O:14])[n:12]2)[cH:4][cH:5][cH:6][cH:7]1.[NH2:22][CH:23]1[CH2:24][CH2:25][CH2:26][CH2:27][CH2:28]1.[Na+:30]>>[Cl:1][c:2]1[c:3](-[c:8]2[n:9](-[c:15]3[cH:16][cH:17][c:18]([Cl:21])[cH:19][cH:20]3)[cH:10][c:11]([CH2:13][NH:22][CH:23]3[CH2:24][CH2:25][CH2:26][CH2:27][CH2:28]3)[n:12]2)[cH:4][cH:5][cH:6][cH:7]1. RXN SMILES: [CH3:19][CH2:20][OH:21].[ClH:18].[Na+:2].[OH-:1].[n:3]1[c:4]([C:9]#[C:10][CH2:11][CH2:12][C:13](=[O:14])[O:15][CH2:16][CH3:17])[cH:5][cH:6][cH:7][cH:8]1>>[n:3]1[c:4]([C:9]#[C:10][CH2:11][CH2:12][C:13](=[O:14])[OH:15])[cH:5][cH:6][cH:7][cH:8]1. Reactants: CCO, Cl, [Na+], [OH-], CCOC(=O)CCC#Cc1ccccn1. Product: O=C(O)CCC#Cc1ccccn1. The product is Cc1cc(C(=O)N2Cc3cnn(C)c3N(C)c3ccccc32)ccc1CCC(=O)N1CCN(CCC(C)(C)C)CC1. Reaction SMILES: [C:37]([O:38][C:39](=[O:40])[N:44]1[CH2:45][CH2:46][N:47]([CH2:50][CH2:51][C:52]([CH3:53])([CH3:54])[CH3:55])[CH2:48][CH2:49]1)([CH3:41])([CH3:42])[CH3:43].[CH3:7][n:8]1[n:9][cH:10][c:11]2[c:17]1[N:16]([CH3:18])[c:15]1[c:14]([cH:22][cH:21][cH:20][cH:19]1)[N:13]([C:23](=[O:24])[c:25]1[cH:26][c:27]([CH3:36])[c:28]([CH2:31][CH2:32][C:33](=[O:34])[OH:35])[cH:29][cH:30]1)[CH2:12]2.[CH:56]([N:57]([CH2:58][CH3:59])[CH:60]([CH3:61])[CH3:62])([CH3:63])[CH3:64].[Cl:1][C:2]([C:3]([Cl:4])=[O:5])=[O:6].[Cl:65][CH2:66][Cl:67].[O:68]=[CH:69][N:70]([CH3:71])[CH3:72]>>[CH3:7][n:8]1[n:9][cH:10][c:11]2[c:17]1[N:16]([CH3:18])[c:15]1[c:14]([cH:22][cH:21][cH:20][cH:19]1)[N:13]([C:23](=[O:24])[c:25]1[cH:26][c:27]([CH3:36])[c:28]([CH2:31][CH2:32][C:33](=[O:35])[N:44]3[CH2:45][CH2:46][N:47]([CH2:50][CH2:51][C:52]([CH3:53])([CH3:54])[CH3:55])[CH2:48][CH2:49]3)[cH:29][cH:30]1)[CH2:12]2. The reactants are CC(C)(C)CCN1CCN(C(=O)OC(C)(C)C)CC1, Cc1cc(C(=O)N2Cc3cnn(C)c3N(C)c3ccccc32)ccc1CCC(=O)O, CCN(C(C)C)C(C)C, O=C(Cl)C(=O)Cl, ClCCl, CN(C)C=O. Starting materials: [N+](=[N-])=C (diazomethane), NC1=C(N=CN1[C@H]1[C@H](O)[C@H](O)[C@H](O1)CO)C(=O)N (5-Amino-1-β-D-ribofuranosylimidazole-4-carboxamide), O.O.[Sn](Cl)Cl (tin(II) chloride dihydrate). Run in CCOCC (ether), CO (methanol), CO (methanol), CN(C=O)C (dimethylformamide). The product is NC1=C(N=CN1[C@H]1[C@H](OC)[C@H](O)[C@H](O1)CO)C(=O)N (5-amino-1-(2-O-methyl-β-D-ribofuranosyl)imidazole-4-carboxamide). Reaction SMILES: [NH2:1][C:2]1[N:6]([C@@H:7]2[O:13][C@H:12]([CH2:14][OH:15])[C@@H:10]([OH:11])[C@H:8]2[OH:9])[CH:5]=[N:4][C:3]=1[C:16]([NH2:18])=[O:17].[N+](=[CH2:21])=[N-].O.O.[Sn](Cl)Cl>CN(C)C=O.CO.CCOCC>[NH2:1][C:2]1[N:6]([C@@H:7]2[O:13][C@H:12]([CH2:14][OH:15])[C@@H:10]([OH:11])[C@H:8]2[O:9][CH3:21])[CH:5]=[N:4][C:3]=1[C:16]([NH2:18])=[O:17] |f:2.3.4|. Reported procedure: 5-Amino-1-β-D-ribofuranosylimidazole-4-carboxamide (5.2 g, 20 mmol) was dissolved in 40 ml hot dimethylformamide and diluted with 70 ml methanol containing 35 mg tin(II) chloride dihydrate. A solution of 0.1 mol of diazomethane in 200 ml of ether was added in portions over 45 min. After each addition, 20 mg of tin(II) chloride dihydrate was added. The resulting mixture was filtered and evaporated to give a syrup. The syrup was dissolved in 25 ml of methanol and upon cooling yielded crystalline 5...